The task is: describe an organic reaction: reactants, conditions, products, and yield. This data is from the Open Reaction Database (ORD), a public repository of structured organic reaction records. The reactants are solution, carbonyl, C(C1=CC=CC=C1)OCC1NC(COCC(NC(CNC1)COCC1=CC=CC=C1)=O)=O (5,9-Bis-(benzyloxymethyl)-l-oxa-4,7,10-triazacyclododecane-3,11-dione), Cl (Hydrochloric acid). Run in O1CCCC1 (tetrahydrofuran), O1CCCC1 (tetrahydrofuran). Conditions: temperature 0 celsius, time 14 hour. Yields the product C(C1=CC=CC=C1)OCC1NCCOCCNC(CNC1)COCC1=CC=CC=C1 (5,9-Bis-(benzyloxymethyl)-1-oxa-4,7,10-triazacyclododecane). RXN SMILES: [CH2:1]([O:8][CH2:9][CH:10]1[CH2:21][NH:20][CH2:19][CH:18]([CH2:22][O:23][CH2:24][C:25]2[CH:30]=[CH:29][CH:28]=[CH:27][CH:26]=2)[NH:17][C:16](=O)[CH2:15][O:14][CH2:13][C:12](=O)[NH:11]1)[C:2]1[CH:7]=[CH:6][CH:5]=[CH:4][CH:3]=1.Cl>O1CCCC1>[CH2:24]([O:23][CH2:22][CH:18]1[CH2:19][NH:20][CH2:21][CH:10]([CH2:9][O:8][CH2:1][C:2]2[CH:7]=[CH:6][CH:5]=[CH:4][CH:3]=2)[NH:11][CH2:12][CH2:13][O:14][CH2:15][CH2:16][NH:17]1)[C:25]1[CH:26]=[CH:27][CH:28]=[CH:29][CH:30]=1. Reported procedure: 5,9-Bis-(benzyloxymethyl)-l-oxa-4,7,10-triazacyclododecane-3,11-dione (0,250 g, 0,566 mmol) was dissolved in dry tetrahydrofuran (10 ml) cooled to 0° C. A 1M solution of borohydride-THF complex in tetrahydrofuran (5 ml) was added under nitrogen and the mixture was stirred at ambient temperature for 14 hours. 2M Hydrochloric acid (3 ml) was added and the mixture was concentrated in vacuo to approximately 1 ml volume. 25% Ammonia solution (2 ml) was added and the mixture was extracted four times w...